This data is from the Open Reaction Database (ORD), a public repository of structured organic reaction records. The task is: describe an organic reaction: reactants, conditions, products, and yield The reactants are resultant mixture, COC(C=CC1=CC(=CC=C1)S(NC1=CC2=CC=CC=C2C=C1)(=O)=O)=O (3-[3-(Naphthalen-2-ylsulfamoyl)-phenyl]-acrylic acid methyl ester), CO (methanol). Conditions: time 30 minute. Yields the product C1=C(C=CC2=CC=CC=C12)NS(=O)(=O)C=1C=C(C=CC1)C=CC(=O)O (3-[3-(Naphthalen-2-ylsulfamoyl)-phenyl]-acrylic acid), solid. The yield is 87.0%. RXN SMILES: C[O:2][C:3](=[O:26])[CH:4]=[CH:5][C:6]1[CH:11]=[CH:10][CH:9]=[C:8]([S:12](=[O:25])(=[O:24])[NH:13][C:14]2[CH:23]=[CH:22][C:21]3[C:16](=[CH:17][CH:18]=[CH:19][CH:20]=3)[CH:15]=2)[CH:7]=1.CO>>[CH:15]1[C:16]2[C:21](=[CH:20][CH:19]=[CH:18][CH:17]=2)[CH:22]=[CH:23][C:14]=1[NH:13][S:12]([C:8]1[CH:7]=[C:6]([CH:5]=[CH:4][C:3]([OH:26])=[O:2])[CH:11]=[CH:10][CH:9]=1)(=[O:24])=[O:25]. Reported procedure: To a suspension of 3-[3-(naphthalen-2-ylsulfamoyl)-phenyl]-acrylic acid methyl ester (14e) (0.25 g, 0.68 mmol) in methanol (3.5 ml) 2N NaOH solution (1.0 ml, 2.0 mmol) was added and the resultant mixture was stirred at ambient temperature overnight. The reaction mixture was partitioned between ethyl acetate and water. The aqueous layer was acidified with 2N HCl solution and stirred for 30 min. The precipitated solid was filtered, washed with water and dried in desiccator over P2O5. The title com... Reactants: CC#CCn1c(N2CCN(C(=O)OC(C)(C)C)CC2)nc2cnn(Cc3cc(C)c4nc(C)c(C)nc4c3)c(=O)c21, ClCCl, O=C(O)C(F)(F)F. RXN SMILES: [C:8]([O:9][C:10](=[O:11])[N:15]1[CH2:16][CH2:17][N:18]([c:21]2[n:22]([CH2:45][C:46]#[C:47][CH3:48])[c:23]3[c:24]([cH:25][n:26][n:27]([CH2:30][c:31]4[cH:32][c:33]5[n:34][c:35]([CH3:43])[c:36]([CH3:42])[n:37][c:38]5[c:39]([CH3:41])[cH:40]4)[c:28]3=[O:29])[n:44]2)[CH2:19][CH2:20]1)([CH3:12])([CH3:13])[CH3:14].[CH2:49]([Cl:50])[Cl:51].[OH:1][C:2]([C:3]([F:4])([F:5])[F:6])=[O:7]>>[NH:15]1[CH2:16][CH2:17][N:18]([c:21]2[n:22]([CH2:45][C:46]#[C:47][CH3:48])[c:23]3[c:24]([cH:25][n:26][n:27]([CH2:30][c:31]4[cH:32][c:33]5[n:34][c:35]([CH3:43])[c:36]([CH3:42])[n:37][c:38]5[c:39]([CH3:41])[cH:40]4)[c:28]3=[O:29])[n:44]2)[CH2:19][CH2:20]1. The product is CC#CCn1c(N2CCNCC2)nc2cnn(Cc3cc(C)c4nc(C)c(C)nc4c3)c(=O)c21. RXN SMILES: [S:1]([C:5]1[S:13][C:12]2[CH:11]=[CH:10][N:9]=[C:8](Cl)[C:7]=2[CH:6]=1)(=[O:4])(=[O:3])[NH2:2].Cl.[OH-:16].[Na+]>O>[S:1]([C:5]1[S:13][C:12]2[CH:11]=[CH:10][NH:9][C:8](=[O:16])[C:7]=2[CH:6]=1)(=[O:4])(=[O:3])[NH2:2] |f:2.3|. Run at temperature 100 celsius. The product is S(N)(=O)(=O)C1=CC=2C(NC=CC2S1)=O (2-Sulfamoylthieno[3,2-c]pyridin-4(5H)-one). The reactants are S(N)(=O)(=O)C1=CC=2C(=NC=CC2S1)Cl (2-sulfamoyl-4-chlorothieno[3,2-c]pyridine), [OH-].[Na+] (sodium hydroxide), Cl (hydrochloric acid). Solvent: O (water). Procedure: A solution of 2-sulfamoyl-4-chlorothieno[3,2-c]pyridine (0.87 g, 3.5 mmol) in 10 N sodium hydroxide (1.8 ml) diluted with water (7 ml) was heated at 100° C. for 5-10 hours. After cooling the reaction and acidification with concentrated hydrochloric acid, the precipitated product was collected by filtration. Recrystallization from hot dimethyl sulfoxide by dilution with ethanol gives 0.53 g (66% yield) of product; m.p. 299°-301° C. Isolated yield 66.0%. The reactants are [H-].[Na+] (sodium hydride), Cl.ClC1=C(CNCCS)C=C(C=C1)[N+](=O)[O-] (2-(2-chloro-5-nitro-benzylamino)-ethanethiol hydrochloride). The solvent is CN(C)C=O (DMF). Run at time 3 hour. The product is [N+](=O)([O-])C=1C=CC2=C(CNCCS2)C1 (2-nitro 6,7,8,9-tetrahydro-5-thia-8-aza-benzocycloheptene). The yield is 49.9%. As a reaction SMILES: [H-].[Na+].Cl.Cl[C:5]1[CH:15]=[CH:14][C:13]([N+:16]([O-:18])=[O:17])=[CH:12][C:6]=1[CH2:7][NH:8][CH2:9][CH2:10][SH:11]>CN(C=O)C>[N+:16]([C:13]1[CH:14]=[CH:15][C:5]2[S:11][CH2:10][CH2:9][NH:8][CH2:7][C:6]=2[CH:12]=1)([O-:18])=[O:17] |f:0.1,2.3|. Procedure details: To a slurry of sodium hydride (1.06 g, 0.01 mol) in anhydrous DMF (175 mL) under nitrogen was added 2-(2-chloro-5-nitro-benzylamino)-ethanethiol hydrochloride (3.0 g, 0.01 mol), stirred 3 hrs. and evaporated. The residue was treated with water (15 mL) giving 2-nitro 6,7,8,9-tetrahydro-5-thia-8-aza-benzocycloheptene (1.05 g, 47%) as a tan solid. MP: 104-5° C.; 1H-NMR (DMSO-d6) δ 8.13 (s, 1H), 7.97-8.00 (d, 1H), 7.69-7.10 (s, 1H), 4.04 (s, 2H), 3.12-20 (d, 2H), 2.82-8 (d, 2H), 2.54-65 (br, 1H); LC... Reactants: CSCCC(NC(=O)OC(C)(C)C)C(=O)NCCCc1ccccc1, CCOC(C)=O, CC(=O)O, Cl, [K+], [OH-]. The product is Cl, CSCCC(N)C(=O)NCCCc1ccccc1. Reaction SMILES: [C:1]([O:2][C:3](=[O:4])[NH:8][CH:9]([CH2:10][CH2:11][S:12][CH3:13])[C:14](=[O:15])[NH:16][CH2:17][CH2:18][CH2:19][c:20]1[cH:21][cH:22][cH:23][cH:24][cH:25]1)([CH3:5])([CH3:6])[CH3:7].[C:28]([O:29][CH2:30][CH3:31])(=[O:32])[CH3:33].[CH3:35][C:36](=[O:37])[OH:38].[ClH:34].[K+:27].[OH-:26]>>[ClH:34].[NH2:8][CH:9]([CH2:10][CH2:11][S:12][CH3:13])[C:14](=[O:15])[NH:16][CH2:17][CH2:18][CH2:19][c:20]1[cH:21][cH:22][cH:23][cH:24][cH:25]1. The reactants are C(O)([O-])=O.[Na+] (sodium hydrogencarbonate), C(C)(=O)O (Acetic acid), [F-].C(CCC)[N+](CCCC)(CCCC)CCCC.C1CCOC1 (tetra-n-butylammonium fluoride THF), [Si](C)(C)(C(C)(C)C)OCC(=O)C=1N=CN2C1SC(=C2)C=2C[C@H]1N(C2C(=O)OCC2=CC=C(C=C2)[N+](=O)[O-])C([C@@H]1[C@@H](C)O)=O (4-nitrobenzyl(5R,6S)-2-(7-t-butyldimethylsilyloxyacetylimidazo[5,1-b]thiazol-2-yl)-6-((1R)-1-hydroxyethyl)-1-carbapen-2-em-3-carboxylate). Solvent: C1CCOC1 (THF), [Cl-].[Na+].O (Brine). Run at time 3 hour. The product is OCC(=O)C=1N=CN2C1SC(=C2)C=2C[C@H]1N(C2C(=O)OCC2=CC=C(C=C2)[N+](=O)[O-])C([C@@H]1[C@@H](C)O)=O (4-nitrobenzyl(5R,6S)-2-(7-hydroxyacetylimidazo[5,1-b]thiazol-2-yl)-6-((1R)-1-hydroxyethyl)-1-carbapen-2-em-3-carboxylate). Isolated yield 94.0%. As a reaction SMILES: C(O)(=O)C.[F-].C([N+](CCCC)(CCCC)CCCC)CCC.C1COCC1.[Si]([O:35][CH2:36][C:37]([C:39]1[N:40]=[CH:41][N:42]2[CH:46]=[C:45]([C:47]3[CH2:48][C@@H:49]4[C@@H:66]([C@H:67]([OH:69])[CH3:68])[C:65](=[O:70])[N:50]4[C:51]=3[C:52]([O:54][CH2:55][C:56]3[CH:61]=[CH:60][C:59]([N+:62]([O-:64])=[O:63])=[CH:58][CH:57]=3)=[O:53])[S:44][C:43]=12)=[O:38])(C(C)(C)C)(C)C.C(=O)([O-])O.[Na+]>C1COCC1.[Cl-].[Na+].O>[OH:35][CH2:36][C:37]([C:39]1[N:40]=[CH:41][N:42]2[CH:46]=[C:45]([C:47]3[CH2:48][C@@H:49]4[C@@H:66]([C@H:67]([OH:69])[CH3:68])[C:65](=[O:70])[N:50]4[C:51]=3[C:52]([O:54][CH2:55][C:56]3[CH:61]=[CH:60][C:59]([N+:62]([O-:64])=[O:63])=[CH:58][CH:57]=3)=[O:53])[S:44][C:43]=12)=[O:38] |f:1.2.3,5.6,8.9.10|. Procedure: Acetic acid (0.345 ml) and 2.04 ml of a 1 M tetra-n-butylammonium fluoride/THF solution were added to a solution of 255 mg of 4-nitrobenzyl(5R,6S)-2-(7-t-butyldimethylsilyloxyacetylimidazo[5,1-b]thiazol-2-yl)-6-((1R)-1-hydroxyethyl)-1-carbapen-2-em-3-carboxylate in 8 ml of THF. The mixture was stirred at room temperature for 3 hr. Brine was added to the reaction solution. The mixture was adjusted to pH 8.1 by the addition of a saturated sodium hydrogencarbonate solution, and extracted twice with... The reactants are ClC1=C(C=CC(=N1)C(=O)O)C (6-chloro-5-methyl-pyridine-2-carboxylic acid), S(=O)([O-])[O-].[Na+].[Na+] (sodium sulfite), O (water). Run in C(C)O (ethanol). Run at temperature 180 celsius. Yields the product CC=1C=CC(=NC1S(=O)(=O)O)C(=O)O (5-Methyl-6-sulfo-pyridine-2-carboxylic acid). Isolated yield 111.2%. As a reaction SMILES: Cl[C:2]1[N:7]=[C:6]([C:8]([OH:10])=[O:9])[CH:5]=[CH:4][C:3]=1[CH3:11].[S:12]([O-:15])([O-:14])=[O:13].[Na+].[Na+].O>C(O)C>[CH3:11][C:3]1[CH:4]=[CH:5][C:6]([C:8]([OH:10])=[O:9])=[N:7][C:2]=1[S:12]([OH:15])(=[O:14])=[O:13] |f:1.2.3|. Procedure details: 6-chloro-5-methyl-pyridine-2-carboxylic acid (0.85 g, 4.97 mmol) and sodium sulfite (CAN 7757-83-7, 1.5 g, 11.9 mmol) were added to water (3 mL) and ethanol (3 mL). The mixture was heated to 180° C. for 4 h in a sealed tube. After that the mixture was cooled to room temperature and a solid precipitated that was removed by filtration. The filtrate was concentrated and added to water (20 mL). The aqueous phase was washed with ethyl acetate (2×20 mL). Subsequently the aqueous phase was adjusted to ...